This data is from the Open Reaction Database (ORD), a public repository of structured organic reaction records. The task is: describe an organic reaction: reactants, conditions, products, and yield Starting materials: N1CCC(CC1)C(=O)OCC (ethyl 4-piperidinecarboxylate), C=C1CC(=O)O1 (diketene). Run in O1CCCC1 (tetrahydrofuran), O1CCCC1 (tetrahydrofuran). Run at temperature 0 celsius, time 1 hour. Product: O=C(CC(=O)N1CCC(CC1)C(=O)OCC)C (Ethyl 1-(3-oxobutanoyl)-piperidine-4-carboxylate). RXN SMILES: [NH:1]1[CH2:6][CH2:5][CH:4]([C:7]([O:9][CH2:10][CH3:11])=[O:8])[CH2:3][CH2:2]1.[CH2:12]=[C:13]1[O:17][C:15](=[O:16])[CH2:14]1>O1CCCC1>[O:17]=[C:13]([CH3:12])[CH2:14][C:15]([N:1]1[CH2:6][CH2:5][CH:4]([C:7]([O:9][CH2:10][CH3:11])=[O:8])[CH2:3][CH2:2]1)=[O:16]. Procedure: A solution of 18.70 g (0.12 mol) ethyl 4-piperidinecarboxylate in 50 ml tetrahydrofuran was added dropwise to a solution of 10.00 g of diketene (0.12 mol) in 200 ml tetrahydrofuran at −5 to 0° C. After 1 h stirring at 0° C. no more starting material was detected by thin layer chromatography. The reaction mixture was evaporated and the residue purified by column chromatography. Starting materials: BrC1=CC=C(C=C1)C1=C(C(=NO1)C)C(C(C=C)(C)C)O (1-[5-(4-bromo-phenyl)-3-methyl-isoxazol-4-yl]-2,2-dimethyl-but-3-en-1-ol), C(C)OC(=O)C1(CC1)C1=CC=C(C=C1)B1OC(C(O1)(C)C)(C)C (1-[4-(4,4,5,5-tetramethyl-[1,3,2]dioxaborolan-2-yl)-phenyl]-cyclopropanecarboxylic acid ethyl ester). Reagents/catalysts: Cl[Pd]([P](C1=CC=CC=C1)(C2=CC=CC=C2)C3=CC=CC=C3)([P](C4=CC=CC=C4)(C5=CC=CC=C5)C6=CC=CC=C6)Cl (dichlorobis(triphenylphosphine)palladium(II)). Product: C(C)OC(=O)C1(CC1)C1=CC=C(C=C1)C1=CC=C(C=C1)C1=C(C(=NO1)C)C(C(C=C)(C)C)O (1-{4′-[4-(1-Hydroxy-2,2-dimethyl-but-3-enyl)-3-methyl-isoxazol-5-yl]-biphenyl-4-yl}-cyclopropanecarboxylic acid ethyl ester). Reaction SMILES: Br[C:2]1[CH:7]=[CH:6][C:5]([C:8]2[O:12][N:11]=[C:10]([CH3:13])[C:9]=2[CH:14]([OH:20])[C:15]([CH3:19])([CH3:18])[CH:16]=[CH2:17])=[CH:4][CH:3]=1.[CH2:21]([O:23][C:24]([C:26]1([C:29]2[CH:34]=[CH:33][C:32](B3OC(C)(C)C(C)(C)O3)=[CH:31][CH:30]=2)[CH2:28][CH2:27]1)=[O:25])[CH3:22]>Cl[Pd](Cl)([P](C1C=CC=CC=1)(C1C=CC=CC=1)C1C=CC=CC=1)[P](C1C=CC=CC=1)(C1C=CC=CC=1)C1C=CC=CC=1>[CH2:21]([O:23][C:24]([C:26]1([C:29]2[CH:34]=[CH:33][C:32]([C:2]3[CH:7]=[CH:6][C:5]([C:8]4[O:12][N:11]=[C:10]([CH3:13])[C:9]=4[CH:14]([OH:20])[C:15]([CH3:19])([CH3:18])[CH:16]=[CH2:17])=[CH:4][CH:3]=3)=[CH:31][CH:30]=2)[CH2:27][CH2:28]1)=[O:25])[CH3:22] |^1:46,65|. Procedure details: Prepared according to the procedure described in Example 3, Step 5, using dichlorobis(triphenylphosphine)palladium(II) as the catalyst and using 1-[5-(4-bromo-phenyl)-3-methyl-isoxazol-4-yl]-2,2-dimethyl-but-3-en-1-ol and 1-[4-(4,4,5,5-tetramethyl-[1,3,2]dioxaborolan-2-yl)-phenyl]-cyclopropanecarboxylic acid ethyl ester. Reactants: ClC(=O)C1=C(C=CC=C1)C=1C=C2CCC[C@H](C2=CC1)NC(OC(C)(C)C)=O (tert-butyl (1R)-6-(2-(chlorocarbonyl)phenyl)-1,2,3,4-tetrahydronaphthalen-1-ylcarbamate), C(C)(C)(C)OC(=O)[C@H]1C=2C=CC(=CC2CCC1)C1=C(C(=O)O)C=CC=C1 (2-((5R)-5-(tert-butoxycarbonyl)-5,6,7,8-tetrahydronaphthalen-2-yl)benzoic acid), C(C(=O)Cl)(=O)Cl (oxalyl chloride). Reagents/catalysts: CN(C)C=O (DMF). Run at time 3 hour. Procedure details: To a 150 mL sealed tube was added (R)-5-(tert-butoxycarbonyl)-5,6,7,8-tetrahydronaphthalen-2-yl trifluoromethanesulfonate (1.0 g, 3.38 mmol) followed by (2-hydroxymethylphenyl)boronic acid (677.0 mg, 5.05 mmol), Pd(PPh3)4 (292.0 mg, 0.253 mmol), EtOH (5 mL), NaHCO3 (1M, 5 mL) and toluene (20 mL). The resulting mixture was capped and heated at 80° C. for 20 h. The solution mixture was partitioned between EtOAc and H2O. The organic layer was washed with brine, dried over MgSO4, and removed solvent... Yields the product OCC1=C(C=CC=C1)C=1C=C2CCC[C@H](C2=CC1)NC(OC(C)(C)C)=O (tert-butyl (1R)-6-(2-(hydroxymethyl)phenyl)-1,2,3,4-tetrahydronaphthalen-1-ylcarbamate). The solvent is C(Cl)Cl (CH2Cl2). Reaction SMILES: Cl[C:2]([C:4]1[CH:9]=[CH:8][CH:7]=[CH:6][C:5]=1[C:10]1[CH:11]=[C:12]2[C:17](=[CH:18][CH:19]=1)[C@H:16]([NH:20][C:21](=[O:27])[O:22][C:23]([CH3:26])([CH3:25])[CH3:24])[CH2:15][CH2:14][CH2:13]2)=[O:3].C(OC([C@@H]1CCCC2C=C(C3C=CC=CC=3C(O)=O)C=CC1=2)=O)(C)(C)C.C(Cl)(=O)C(Cl)=O>CN(C=O)C.C(Cl)Cl>[OH:3][CH2:2][C:4]1[CH:9]=[CH:8][CH:7]=[CH:6][C:5]=1[C:10]1[CH:11]=[C:12]2[C:17](=[CH:18][CH:19]=1)[C@H:16]([NH:20][C:21](=[O:27])[O:22][C:23]([CH3:25])([CH3:24])[CH3:26])[CH2:15][CH2:14][CH2:13]2. Reactants: C(=O)(OC(C)(C)C)N(CC1=NC=CC=C1)CC1=NC=C(C=C1)C(=O)N[C@@H](CCCNC(=O)OCC1=CC=CC=C1)C(=O)O (Nα-(2-(N-Boc-N-2-picolylaminomethyl)pyridin-5-ylcarbonyl)-Nδ-Cbz-L-ornithine), crude product, N1=CC=CC=2CCCC(C12)=O (5,6,7,8-tetrahydroquinolin-8-one), C(#N)[BH3-].[Na+] (sodium cyanoborohydride). The reagents and catalysts are C(C)(=O)O (acetic acid), [Pd] (Pd—C). The solvent is O1CCOCC1.O (dioxane water), solution, CO (methanol). Reaction conditions: time 4.5 hour. The product is C(=O)(OC(C)(C)C)N(CC1=NC=CC=C1)CC1=NC=C(C=C1)C(=O)N[C@H](C(=O)O)CCCNC1CCCC=2C=CC=NC12 ((2S)-2-(2-(N-Boc-N-2-picolylaminomethyl)pyridin-5-ylcarbonyl)amino-5-(5,6,7,8-tetrahydroquinolin-8-yl)aminovaleric acid). Yield: 20.5%. Reaction SMILES: [C:1]([N:8]([CH2:16][C:17]1[CH:22]=[CH:21][C:20]([C:23]([NH:25][C@H:26]([C:41]([OH:43])=[O:42])[CH2:27][CH2:28][CH2:29][NH:30]C(OCC2C=CC=CC=2)=O)=[O:24])=[CH:19][N:18]=1)[CH2:9][C:10]1[CH:15]=[CH:14][CH:13]=[CH:12][N:11]=1)([O:3][C:4]([CH3:7])([CH3:6])[CH3:5])=[O:2].[N:44]1[C:53]2[C:52](=O)[CH2:51][CH2:50][CH2:49][C:48]=2[CH:47]=[CH:46][CH:45]=1.C([BH3-])#N.[Na+]>O1CCOCC1.O.CO.C(O)(=O)C.[Pd]>[C:1]([N:8]([CH2:16][C:17]1[CH:22]=[CH:21][C:20]([C:23]([NH:25][C@@H:26]([CH2:27][CH2:28][CH2:29][NH:30][CH:52]2[C:53]3[N:44]=[CH:45][CH:46]=[CH:47][C:48]=3[CH2:49][CH2:50][CH2:51]2)[C:41]([OH:43])=[O:42])=[O:24])=[CH:19][N:18]=1)[CH2:9][C:10]1[CH:15]=[CH:14][CH:13]=[CH:12][N:11]=1)([O:3][C:4]([CH3:6])([CH3:7])[CH3:5])=[O:2] |f:2.3,4.5|. Procedure details: The compound obtained in Example 12-4 (149.9 mg) was dissolved in a dioxane/water (8/2) solution (7.5 ml). After the addition of 10% Pd—C (154.6 mg), the mixture was stirred for 4.5 hours under hydrogen atmosphere at room temperature. After the reaction, the catalyst was removed by filtration through celite and the solvent was removed by distillation under reduced pressure to obtain a crude product (100.2 mg). 75.4 mg of the crude product was dissolved in methanol (1.5 ml). Then, 5,6,7,8-tetrahy... Starting materials: CSCCO, COc1ccc(C(C)C)cc1-c1ccc(C(F)(F)F)cc1CN(Cc1cc(C(F)(F)F)cc(C(F)(F)F)c1)c1ncc(O)cn1, CCOC(=O)N=NC(=O)OCC, C1CCOC1, CC(C)OC(=O)N=NC(=O)OC(C)C, c1ccc(P(c2ccccc2)c2ccccc2)cc1, Cc1ccccc1. The product is COc1ccc(C(C)C)cc1-c1ccc(C(F)(F)F)cc1CN(Cc1cc(C(F)(F)F)cc(C(F)(F)F)c1)c1ncc(OCCSC)cn1. As a reaction SMILES: [CH3:46][S:47][CH2:48][CH2:49][OH:50].[F:1][C:2]([c:3]1[cH:4][c:5]([CH2:6][N:7]([c:8]2[n:9][cH:10][c:11]([OH:14])[cH:12][n:13]2)[CH2:15][c:16]2[c:17](-[c:26]3[c:27]([O:35][CH3:36])[cH:28][cH:29][c:30]([CH:32]([CH3:33])[CH3:34])[cH:31]3)[cH:18][cH:19][c:20]([C:22]([F:23])([F:24])[F:25])[cH:21]2)[cH:37][c:38]([C:40]([F:41])([F:42])[F:43])[cH:39]1)([F:44])[F:45].[N:77]([C:78]([O:79][CH2:80][CH3:81])=[O:82])=[N:83][C:84]([O:85][CH2:86][CH3:87])=[O:88].[O:103]1[CH2:104][CH2:105][CH2:106][CH2:107]1.[O:89]=[C:90]([O:91][CH:92]([CH3:93])[CH3:94])[N:95]=[N:96][C:97]([O:98][CH:99]([CH3:100])[CH3:101])=[O:102].[c:51]1([P:52]([c:53]2[cH:54][cH:55][cH:56][cH:57][cH:58]2)[c:59]2[cH:60][cH:61][cH:62][cH:63][cH:64]2)[cH:65][cH:66][cH:67][cH:68][cH:69]1.[c:70]1([CH3:71])[cH:72][cH:73][cH:74][cH:75][cH:76]1>>[F:1][C:2]([c:3]1[cH:4][c:5]([CH2:6][N:7]([c:8]2[n:9][cH:10][c:11]([O:14][CH2:49][CH2:48][S:47][CH3:46])[cH:12][n:13]2)[CH2:15][c:16]2[c:17](-[c:26]3[c:27]([O:35][CH3:36])[cH:28][cH:29][c:30]([CH:32]([CH3:33])[CH3:34])[cH:31]3)[cH:18][cH:19][c:20]([C:22]([F:23])([F:24])[F:25])[cH:21]2)[cH:37][c:38]([C:40]([F:41])([F:42])[F:43])[cH:39]1)([F:44])[F:45]. Reactants: CC1(OC[C@@H](O1)CONC(=O)C1=C(C=2C=NC=CC2S1)NC1=C(C=C(C=C1)Br)F)C (3-(4-bromo-2-fluoro-phenylamino)-thieno[3,2-c]pyridine-2-carboxylic acid ((R)-2,2-dimethyl-[1,3]dioxolan-4-ylmethoxy)-amide). Run in CO (methanol). Product: O[C@@H](CONC(=O)C1=C(C=2C=NC=CC2S1)NC1=C(C=C(C=C1)Br)F)CO (3-(4-Bromo-2-fluoro-phenylamino)-thieno[3,2-c]pyridine-2-carboxylic acid ((R)-2,3-dihydroxy-propoxy)-amide), solid. The yield is 53.0%. As a reaction SMILES: CC1(C)[O:6][C@@H:5]([CH2:7][O:8][NH:9][C:10]([C:12]2[S:20][C:19]3[CH:18]=[CH:17][N:16]=[CH:15][C:14]=3[C:13]=2[NH:21][C:22]2[CH:27]=[CH:26][C:25]([Br:28])=[CH:24][C:23]=2[F:29])=[O:11])[CH2:4][O:3]1>CO>[OH:6][C@H:5]([CH2:4][OH:3])[CH2:7][O:8][NH:9][C:10]([C:12]1[S:20][C:19]2[CH:18]=[CH:17][N:16]=[CH:15][C:14]=2[C:13]=1[NH:21][C:22]1[CH:27]=[CH:26][C:25]([Br:28])=[CH:24][C:23]=1[F:29])=[O:11]. Procedure: A solution of 3-(4-bromo-2-fluoro-phenylamino)-thieno[3,2-c]pyridine-2-carboxylic acid ((R)-2,2-dimethyl-[1,3]dioxolan-4-ylmethoxy)-amide (18 mg, 0.036 mmol) in methanol (1 ml) was loaded onto an Isolute® SCX-2 cartridge (5 g). The cartridge was then washed with methanol (15 ml) before the desired product was eluted using 2M ammonia in MeOH and the eluent collected then concentrated to give a residue. The residue was purified by flash chromatography (Si-SPE, DCM:MeOH, gradient 100:0 to 94:6) to ...